This data is from the Open Reaction Database (ORD), a public repository of structured organic reaction records. The task is: describe an organic reaction: reactants, conditions, products, and yield Reactants: O=C([O-])[O-], ClCCCN1CCCCC1, Cl, [K+], [K+], CN(C)C=O, Oc1ccc(C2(CNc3ccccn3)CCOCC2)cc1. Product: c1ccc(NCC2(c3ccc(OCCCN4CCCCC4)cc3)CCOCC2)nc1. RXN SMILES: [C:33](=[O:34])([O-:35])[O-:36].[Cl:23][CH2:24][CH2:25][CH2:26][N:27]1[CH2:28][CH2:29][CH2:30][CH2:31][CH2:32]1.[ClH:22].[K+:37].[K+:38].[O:39]=[CH:40][N:41]([CH3:42])[CH3:43].[n:1]1[c:2]([NH:7][CH2:8][C:9]2([c:15]3[cH:16][cH:17][c:18]([OH:21])[cH:19][cH:20]3)[CH2:10][CH2:11][O:12][CH2:13][CH2:14]2)[cH:3][cH:4][cH:5][cH:6]1>>[n:1]1[c:2]([NH:7][CH2:8][C:9]2([c:15]3[cH:16][cH:17][c:18]([O:21][CH2:24][CH2:25][CH2:26][N:27]4[CH2:28][CH2:29][CH2:30][CH2:31][CH2:32]4)[cH:19][cH:20]3)[CH2:10][CH2:11][O:12][CH2:13][CH2:14]2)[cH:3][cH:4][cH:5][cH:6]1. The reactants are Cl (hydrochloric acid), O.O.[Cl-].[Ca+2].[Cl-] (calcium chloride dihydrate), [BH4-].[Na+] (sodium borohydride), COC=1C=C(COC(=O)N[C@@H](CC2=CC=C(C=C2)O)C(=O)OC)C=CC1OC (methyl N-(3,4-dimethoxybenzyloxycarbonyl)-tyrosinate). The solvent is O (water), C(C)O (ethanol), N1=CC=CC=C1 (pyridine). Product: COC=1C=C(COC(=O)N[C@@H](CC2=CC=C(C=C2)O)CO)C=CC1OC (N-(3,4-dimethoxybenzyloxycarbonyl)-tyrosinol). Yield: 62.9%. As a reaction SMILES: [CH3:1][O:2][C:3]1[CH:4]=[C:5]([CH:24]=[CH:25][C:26]=1[O:27][CH3:28])[CH2:6][O:7][C:8]([NH:10][C@H:11]([C:20](OC)=[O:21])[CH2:12][C:13]1[CH:18]=[CH:17][C:16]([OH:19])=[CH:15][CH:14]=1)=[O:9].O.O.[Cl-].[Ca+2].[Cl-].[BH4-].[Na+].Cl>C(O)C.N1C=CC=CC=1.O>[CH3:1][O:2][C:3]1[CH:4]=[C:5]([CH:24]=[CH:25][C:26]=1[O:27][CH3:28])[CH2:6][O:7][C:8]([NH:10][C@H:11]([CH2:20][OH:21])[CH2:12][C:13]1[CH:18]=[CH:17][C:16]([OH:19])=[CH:15][CH:14]=1)=[O:9] |f:1.2.3.4.5,6.7|. Reported procedure: In a mixture of 80 ml of ethanol and 30 ml of pyridine, 6.54 g of methyl N-(3,4-dimethoxybenzyloxycarbonyl)-tyrosinate was dissolved. To the solution, 4.41 g of calcium chloride dihydrate was added. Then, to the mixture, 2.27 g of sodium borohydride was slowly added while stirring at room temperature. The resulting mixture was stirred for three hours and neutralized with 3% hydrochloric acid. After addition of 250 ml of water, the reaction mixture was concentrated in vacuo and the residue was ex... Starting materials: O=C([O-])[O-], CC#N, CC(C)CCN(CCC(C)C)C(=O)c1ccc([N+](=O)[O-])c(F)c1, [K+], [K+], NCCCN1CCCCC1. The product is CC(C)CCN(CCC(C)C)C(=O)c1ccc([N+](=O)[O-])c(NCCCN2CCCCC2)c1. Reaction SMILES: [C:34](=[O:35])([O-:36])[O-:37].[CH3:40][C:41]#[N:42].[F:1][c:2]1[cH:3][c:4]([C:5](=[O:6])[N:7]([CH2:8][CH2:9][CH:10]([CH3:11])[CH3:12])[CH2:13][CH2:14][CH:15]([CH3:16])[CH3:17])[cH:18][cH:19][c:20]1[N+:21](=[O:22])[O-:23].[K+:38].[K+:39].[N:24]1([CH2:30][CH2:31][CH2:32][NH2:33])[CH2:25][CH2:26][CH2:27][CH2:28][CH2:29]1>>[c:2]1([NH:33][CH2:32][CH2:31][CH2:30][N:24]2[CH2:25][CH2:26][CH2:27][CH2:28][CH2:29]2)[cH:3][c:4]([C:5](=[O:6])[N:7]([CH2:8][CH2:9][CH:10]([CH3:11])[CH3:12])[CH2:13][CH2:14][CH:15]([CH3:16])[CH3:17])[cH:18][cH:19][c:20]1[N+:21](=[O:22])[O-:23]. The reactants are CC1(C(=O)O)COC(=O)O1, O=C(Cl)C(=O)Cl, ClCCl, CN(C)C=O. Yields the product CC1(C(=O)Cl)COC(=O)O1. RXN SMILES: [CH3:1][C:2]1([C:8](=[O:9])[OH:10])[O:3][C:4](=[O:7])[O:5][CH2:6]1.[Cl:11][C:12]([C:13]([Cl:14])=[O:15])=[O:16].[Cl:22][CH2:23][Cl:24].[O:17]=[CH:18][N:19]([CH3:20])[CH3:21]>>[CH3:1][C:2]1([C:8](=[O:10])[Cl:11])[O:3][C:4](=[O:7])[O:5][CH2:6]1. Starting materials: BrC1C(CCCC1)(O)C=1OC(=C(N1)C1=CC=CC=C1)C1=CC=CC=C1 (2-bromo-1-(4,5-diphenyl-2-oxazolyl)-cyclohexanol), C([O-])([O-])=O.[K+].[K+] (potassium carbonate). Solvent: CN(C=O)C (N,N-dimethylformamide). Reaction conditions: time 6 hour. The product is O1C2(C1CCCC2)C=2OC(=C(N2)C2=CC=CC=C2)C2=CC=CC=C2 (2-(1,2-epoxycyclohexyl)-4,5-diphenyloxazole). Yield: 98.3%. As a reaction SMILES: Br[CH:2]1[CH2:7][CH2:6][CH2:5][CH2:4][C:3]1([C:9]1[O:10][C:11]([C:20]2[CH:25]=[CH:24][CH:23]=[CH:22][CH:21]=2)=[C:12]([C:14]2[CH:19]=[CH:18][CH:17]=[CH:16][CH:15]=2)[N:13]=1)[OH:8].C(=O)([O-])[O-].[K+].[K+]>CN(C)C=O>[O:8]1[CH:2]2[CH2:7][CH2:6][CH2:5][CH2:4][C:3]12[C:9]1[O:10][C:11]([C:20]2[CH:25]=[CH:24][CH:23]=[CH:22][CH:21]=2)=[C:12]([C:14]2[CH:19]=[CH:18][CH:17]=[CH:16][CH:15]=2)[N:13]=1 |f:1.2.3|. Procedure details: A mixture of 2-bromo-1-(4,5-diphenyl-2-oxazolyl)-cyclohexanol (120 mg) and potassium carbonate (83 mg) in N,N-dimethylformamide (0.3 ml) was stirred at room temperature for 6 hours and partitioned between ethyl acetate and water. The organic layer was washed with brine, dried over magnesium sulfate, and evaporated in vacuo to afford 2-(1,2-epoxycyclohexyl)-4,5-diphenyloxazole (94 mg) as a pale yellow powder. Starting materials: FC=1C(=CC(=C(N)C1)[N+](=O)[O-])OC (5-Fluoro-4-methoxy-2-nitroaniline), Br (hydrobromic acid), Example 14, N(=O)[O-].[Na+] (sodium nitrite), Br (hydrobromic acid). The reagents and catalysts are [Cu]Br (copper (I) bromide). The solvent is O (water), O1CCOCC1 (1,4-dioxane), O (water). Reaction conditions: temperature 0 celsius, time 15 minute. Product: BrC1=C(C=C(C(=C1)F)OC)[N+](=O)[O-] (1-Bromo-5-fluoro-4-methoxy-2-nitrobenzene). The yield is 91.0%. As a reaction SMILES: [F:1][C:2]1[C:3]([O:12][CH3:13])=[CH:4][C:5]([N+:9]([O-:11])=[O:10])=[C:6]([CH:8]=1)N.N([O-])=O.[Na+].[BrH:18]>O.O1CCOCC1.[Cu]Br>[Br:18][C:6]1[CH:8]=[C:2]([F:1])[C:3]([O:12][CH3:13])=[CH:4][C:5]=1[N+:9]([O-:11])=[O:10] |f:1.2|. Reported procedure: 5-Fluoro-4-methoxy-2-nitroaniline obtained in Reference Example 14 (4.1 g) was dissolved in a mixed solvent of water (20 ml) and 1,4-dioxane (10 ml), 48% hydrobromic acid (12 ml) was added to the solution under refluxing, and then the mixture was refluxed for 15 minutes. The reaction mixture was cooled to 0° C., sodium nitrite was added dropwise thereto, and the mixture was stirred at 0° C. for 15 minutes. The resulting mixture was added dropwise to a solution of copper (I) bromide (3.6 g) in a ... The reactants are COC1=NC2=CC=C(C=C2C=C1)C(O)C1=CC(=CC=C1)C(F)(F)F ((±)-2-methoxy-α-[3-(trifluoromethyl)phenyl]-6- quinoline methanol), Cl (HCl), [OH-].[Na+] (NaOH). Yields the product ClC1=C2C=CC=NC2=CC=C1CO (5-chloro-6-quinolinemethanol). RXN SMILES: CO[C:3]1[CH:12]=[CH:11][C:10]2[C:5](=[CH:6][CH:7]=[C:8]([CH:13](C3C=CC=C(C(F)(F)F)C=3)[OH:14])[CH:9]=2)[N:4]=1.[ClH:25].[OH-].[Na+]>>[Cl:25][C:9]1[C:8]([CH2:13][OH:14])=[CH:7][CH:6]=[C:5]2[C:10]=1[CH:11]=[CH:12][CH:3]=[N:4]2 |f:2.3|. Reported procedure: A mixture of intermediate 28 (1 g) and HCl (25 ml; 3 N) was stirred and refluxed for 2 hours. The solution was basified with NaOH and extracted with CH2Cl2. The organic layer was separated, washed with brine, dried over MgSO4, filtered and the solvent was evaporated, yielding 1.8 g of (±)-6-[hydroxy[3-(trifluoromethyl)phenyl]methyl]-2(1H-quinolinone (intermediate 29). Starting materials: CCO (EtOH), C(C1=CC=CC=C1)OC(C1=CC=C(C=C1)N1CCN(CC1)C1=NC=C(C=C1)C(NC1=CC=C2C=CN(C2=C1)CC)=O)=O (4-{4-[5-(1-ethyl-1H-indol-6-ylcarbamoyl)-pyridin-2-yl]-piperazin-1-yl}-benzoic acid benzyl ester), [H][H] (hydrogen). Reagents/catalysts: [Pd] (Pd/C). Solvent: CCOC(=O)C (EtOAc). Yields the product C(C)N1C=CC2=CC=C(C=C12)NC(=O)C=1C=CC(=NC1)N1CCN(CC1)C1=CC=C(C(=O)O)C=C1 (4-{4-[5-(1-Ethyl-1H-indol-6-ylcarbamoyl)-pyridin-2-yl]-piperazin-1-yl}-benzoic acid). The yield is 96.0%. As a reaction SMILES: C([O:8][C:9](=[O:42])[C:10]1[CH:15]=[CH:14][C:13]([N:16]2[CH2:21][CH2:20][N:19]([C:22]3[CH:27]=[CH:26][C:25]([C:28](=[O:41])[NH:29][C:30]4[CH:38]=[C:37]5[C:33]([CH:34]=[CH:35][N:36]5[CH2:39][CH3:40])=[CH:32][CH:31]=4)=[CH:24][N:23]=3)[CH2:18][CH2:17]2)=[CH:12][CH:11]=1)C1C=CC=CC=1.CCO.[H][H]>[Pd].CCOC(C)=O>[CH2:39]([N:36]1[C:37]2[C:33](=[CH:32][CH:31]=[C:30]([NH:29][C:28]([C:25]3[CH:26]=[CH:27][C:22]([N:19]4[CH2:18][CH2:17][N:16]([C:13]5[CH:12]=[CH:11][C:10]([C:9]([OH:42])=[O:8])=[CH:15][CH:14]=5)[CH2:21][CH2:20]4)=[N:23][CH:24]=3)=[O:41])[CH:38]=2)[CH:34]=[CH:35]1)[CH3:40]. Procedure: A mixture of 4-{4-[5-(1-ethyl-1H-indol-6-ylcarbamoyl)-pyridin-2-yl]-piperazin-1-yl}-benzoic acid benzyl ester (100 mg, 0.18 mmol), 10% Pd/C (50 mg) in a 1:1 mixture of EtOH and EtOAc (50 mL) was hydrogenated under 1 atm of hydrogen for 2 h. The mixture was then filtered. The solids were washed with a 1:1 mixture of THF and DMF and the combined organic layer was concentrated. The residue was passed through a silica gel plug with DMF to afford the product (85 mg; Yield: 96%). HRMS m/z calcd for C2... Yields the product c1cc2c(cc1Oc1cnc(N3CCCCC3)nc1)CCN(C1CCC1)CC2. The reactants are Brc1cnc(N2CCCCC2)nc1, Oc1ccc2c(c1)CCN(C1CCC1)CC2, [Cu]Br, [H-], [Na+], c1ccncc1. Reaction SMILES: [Br:19][c:20]1[cH:21][n:22][c:23]([N:26]2[CH2:27][CH2:28][CH2:29][CH2:30][CH2:31]2)[n:24][cH:25]1.[CH:3]1([N:7]2[CH2:8][CH2:9][c:10]3[c:11]([cH:14][c:15]([OH:18])[cH:16][cH:17]3)[CH2:12][CH2:13]2)[CH2:4][CH2:5][CH2:6]1.[Cu:38][Br:39].[H-:1].[Na+:2].[cH:32]1[cH:33][cH:34][n:35][cH:36][cH:37]1>>[CH:3]1([N:7]2[CH2:8][CH2:9][c:10]3[c:11]([cH:14][c:15]([O:18][c:20]4[cH:21][n:22][c:23]([N:26]5[CH2:27][CH2:28][CH2:29][CH2:30][CH2:31]5)[n:24][cH:25]4)[cH:16][cH:17]3)[CH2:12][CH2:13]2)[CH2:4][CH2:5][CH2:6]1.